This data is from the Open Reaction Database (ORD), a public repository of structured organic reaction records. The task is: describe an organic reaction: reactants, conditions, products, and yield The reactants are BrC=1C2=CC=C(C=C2C(=C2C=CC(=CC12)OCC(CCCC)CC)Br)OCC(CCCC)CC (9,10-dibromo-2,6-di(2-ethylhexyloxy) anthracene), Grignard reagent, ice water, dichlorobis(triphenylphosphine) palladium, [H-].C(C(C)C)[Al+]CC(C)C.C1(=CC=CC=C1)C (diisobutylaluminum hydride toluene). Run in C1CCOC1 (THF). Reaction conditions: time 8 hour. Product: C1(=CC=CC=C1)C(=CC1=CC=C(C=C1)C=1C2=CC=C(C=C2C(=C2C=CC(=CC12)OCC(CCCC)CC)C1=CC=C(C=C1)C=C(C1=CC=CC=C1)C1=CC=CC=C1)OCC(CCCC)CC)C1=CC=CC=C1 (9,10-bis[4(2,2-diphenylethenyl)phenyl]-2,6-di (2-ethylhexyloxy) anthracene). The yield is 1187.3%. Reaction SMILES: Br[C:2]1[C:3]2[C:8]([C:9](Br)=[C:10]3[C:15]=1[CH:14]=[C:13]([O:16][CH2:17][CH:18]([CH2:23][CH3:24])[CH2:19][CH2:20][CH2:21][CH3:22])[CH:12]=[CH:11]3)=[CH:7][C:6]([O:26][CH2:27][CH:28]([CH2:33][CH3:34])[CH2:29][CH2:30][CH2:31][CH3:32])=[CH:5][CH:4]=2.[H-].C([Al+][CH2:41][CH:42]([CH3:44])[CH3:43])C(C)C.[C:45]1([CH3:51])[CH:50]=[CH:49][CH:48]=[CH:47][CH:46]=1>C1COCC1>[C:3]1([C:44]([C:42]2[CH:41]=[CH:22][CH:21]=[CH:20][CH:43]=2)=[CH:51][C:45]2[CH:50]=[CH:49][C:48]([C:2]3[C:3]4[C:8]([C:9]([C:48]5[CH:49]=[CH:50][C:45]([CH:51]=[C:44]([C:14]6[CH:15]=[CH:10][CH:11]=[CH:12][CH:13]=6)[C:42]6[CH:41]=[CH:17][CH:18]=[CH:19][CH:43]=6)=[CH:46][CH:47]=5)=[C:10]5[C:11]=3[CH:12]=[C:13]([O:16][CH2:17][CH:18]([CH2:23][CH3:24])[CH2:19][CH2:20][CH2:21][CH3:22])[CH:14]=[CH:15]5)=[CH:7][C:6]([O:26][CH2:27][CH:28]([CH2:33][CH3:34])[CH2:29][CH2:30][CH2:31][CH3:32])=[CH:5][CH:4]=4)=[CH:47][CH:46]=2)[CH:8]=[CH:7][CH:6]=[CH:5][CH:4]=1 |f:1.2.3|. Reported procedure: Added into a 500 ml three-necked flask equipped with a condenser under a gaseous stream of argon were 9,10-dibromo-2,6-di(2-ethylhexyloxy) anthracene 0.6 g (1 mmole), dichlorobis(triphenylphosphine) palladium 0.04 g (5 mole %), diisobutylaluminum hydride/toluene solution 0.1 ml (1 M, 0.1 mmole) and THF 10 ml. After the above-mentioned Grignard reagent was added dropwise to them at room temperature, they were heated and stirred overnight. After the completion of the reaction, the reaction solutio... The reactants are NNC(=O)CCc1nc(-c2cccc(Cl)c2)no1, CCI, [K+], [K+], O=C([O-])[O-], CN(C)C=O. The product is CCOC(=O)CCc1nc(-c2cccc(Cl)c2)no1. Reaction SMILES: [Cl:1][c:2]1[cH:3][c:4](-[c:8]2[n:9][o:10][c:11]([CH2:13][CH2:14][C:15](=[O:16])[NH:17][NH2:18])[n:12]2)[cH:5][cH:6][cH:7]1.[I:19][CH2:20][CH3:21].[K+:22].[K+:23].[O-:24][C:25]([O-:26])=[O:27].[O:28]=[CH:29][N:30]([CH3:31])[CH3:32]>>[Cl:1][c:2]1[cH:3][c:4](-[c:8]2[n:9][o:10][c:11]([CH2:13][CH2:14][C:15](=[O:16])[O:24][CH2:20][CH3:21])[n:12]2)[cH:5][cH:6][cH:7]1. Starting materials: C1=CN(Cc2ccccc2)CC1, CC(C)=O, O, O=C(OO)c1cccc(Cl)c1, O=S(=O)(O)O. The product is c1ccc(CN2CC3OC3C2)cc1. RXN SMILES: [CH2:1]([c:2]1[cH:3][cH:4][cH:5][cH:6][cH:7]1)[N:8]1[CH:9]=[CH:10][CH2:11][CH2:12]1.[CH3:30][C:31](=[O:32])[CH3:33].[OH2:18].[OH:19][O:20][C:21]([c:22]1[cH:23][c:24]([Cl:25])[cH:26][cH:27][cH:28]1)=[O:29].[S:13]([OH:14])(=[O:15])(=[O:16])[OH:17]>>[CH2:1]([c:2]1[cH:3][cH:4][cH:5][cH:6][cH:7]1)[N:8]1[CH2:9][CH:10]2[CH:11]([CH2:12]1)[O:14]2. Starting materials: C(C)OCC (diethyl ether), [Mg] (magnesium), C(CCCC)[C@@H]1CC[C@H](CC1)CCCBr (3-(trans-4-pentylcyclohexyl)-1-propyl bromide), C(C)OCC (diethyl ether), C(CCCC)[C@@H]1CC[C@H](CC1)C1=CC=C(C#N)C=C1 (4-(trans-4-pentylcyclohexyl)benzonitrile), C(C)OCC (diethyl ether), II (iodine), Cl (hydrochloric acid). Yields the product C(CCCC)[C@@H]1CC[C@H](CC1)C1=CC=C(C=C1)C(CCC[C@@H]1CC[C@H](CC1)CCCCC)=O (1-(trans-4-pentylcyclohexyl)-4-[4-(trans-4-pentylcyclohexyl)butanoyl]benzene). RXN SMILES: [Mg].II.[CH2:4]([C@H:9]1[CH2:14][CH2:13][C@H:12]([CH2:15][CH2:16][CH2:17]Br)[CH2:11][CH2:10]1)[CH2:5][CH2:6][CH2:7][CH3:8].[CH2:19]([C@H:24]1[CH2:29][CH2:28][C@H:27]([C:30]2[CH:37]=[CH:36][C:33]([C:34]#N)=[CH:32][CH:31]=2)[CH2:26][CH2:25]1)[CH2:20][CH2:21][CH2:22][CH3:23].Cl.C([O:41]CC)C>>[CH2:19]([C@H:24]1[CH2:29][CH2:28][C@H:27]([C:30]2[CH:37]=[CH:36][C:33]([C:34](=[O:41])[CH2:17][CH2:16][CH2:15][C@H:12]3[CH2:13][CH2:14][C@H:9]([CH2:4][CH2:5][CH2:6][CH2:7][CH3:8])[CH2:10][CH2:11]3)=[CH:32][CH:31]=2)[CH2:26][CH2:25]1)[CH2:20][CH2:21][CH2:22][CH3:23]. Procedure details: 0.6 g of magnesium shavings was covered with 5 ml of absolute diethyl ether while gassing with nitrogen and then, after the addition of a crystal of iodine, treated with a solution of 7 g of 3-(trans-4-pentylcyclohexyl)-1-propyl bromide in 50 ml of absolute diethyl ether. After completion of the addition the mixture was heated to reflux for a further 30 minutes. The reaction mixture was then treated with a solution of 2.6 g of 4-(trans-4-pentylcyclohexyl)benzonitrile in 50 ml of absolute diethyl... Starting materials: C1(CCCCC1)C=1C=2C=CC(=CC2N2CCNC3=C(C21)C=CC=C3)C(=O)OC (methyl 13-cyclohexyl-6,7-dihydro-5H-indolo[1,2-d][1,4]benzodiazepin-10-carboxylate). Yield: 76.7%. Procedure details: A solution of methyl 13-cyclohexyl-6,7-dihydro-5H-indolo[1,2-d][1,4]benzodiazepin-10-carboxylate (45.8 mg, 0.12 mmol) in THF/MeOH (1:2, 3 mL) and 1N aqueous NaOH (0.5 mL) was heated at 50° C. for 5 h. The reaction solution was concentrated to remove volatile organics, neutralized with TFA (0.04 mL) and purified by preparative HPLC (MeOH/H2O with TFA buffer) to yield 13-cyclohexyl-6,7-dihydro-5H-indolo[1,2-d][1,4]benzodiazepin-10-carboxylic acid (33 mg, 0.092 mmol, 76%) as white solid. 1HNMR (500... As a reaction SMILES: [CH:1]1([C:7]2[C:8]3[CH:9]=[CH:10][C:11]([C:25]([O:27]C)=[O:26])=[CH:12][C:13]=3[N:14]3[C:20]=2[C:19]2[CH:21]=[CH:22][CH:23]=[CH:24][C:18]=2[NH:17][CH2:16][CH2:15]3)[CH2:6][CH2:5][CH2:4][CH2:3][CH2:2]1>C1COCC1.CO.[OH-].[Na+]>[CH:1]1([C:7]2[C:8]3[CH:9]=[CH:10][C:11]([C:25]([OH:27])=[O:26])=[CH:12][C:13]=3[N:14]3[C:20]=2[C:19]2[CH:21]=[CH:22][CH:23]=[CH:24][C:18]=2[NH:17][CH2:16][CH2:15]3)[CH2:2][CH2:3][CH2:4][CH2:5][CH2:6]1 |f:1.2,3.4|. Yields the product C1(CCCCC1)C=1C=2C=CC(=CC2N2CCNC3=C(C21)C=CC=C3)C(=O)O (13-cyclohexyl-6,7-dihydro-5H-indolo[1,2-d][1,4]benzodiazepin-10-carboxylic acid). Run in C1CCOC1.CO (THF MeOH), [OH-].[Na+] (NaOH).